Dataset: the Open Reaction Database (ORD), a public repository of structured organic reaction records. Task: describe an organic reaction: reactants, conditions, products, and yield The reactants are CC(C)(C)C(=O)Oc1cccc2ccccc12 (substrate), c2ccc1ocnc1c2 (effective_coupling_partner). Reagents/catalysts: dcype. Reaction conditions: temperature 120 celsius, time 12 hour. Yields the product c4ccc3c(c2nc1ccccc1o2)cccc3c4. Procedure details: A mixture of 7.48 grams (0.0250 mole) of 5-amino-1-(2,3,5,6-tetrafluoro-4-trifluoromethylphenyl)pyrazole, 21.0 mL of glacial acetic acid, and 3.1 mL of acetic anhydride was stirred at room temperature for approximately 18 hours. The reaction mixture was poured into 100 mL of ice-water, forming a white precipitate. This solid was collected by filtration and washed in succession with dilute acetic acid and water. The washed solid was dried to yield 8.1 grams of 1-(2,3,5,6-tetrafluoro-4-trifluorome... RXN SMILES: [NH2:1][C:2]1[N:6]([C:7]2[C:12]([F:13])=[C:11]([F:14])[C:10]([C:15]([F:18])([F:17])[F:16])=[C:9]([F:19])[C:8]=2[F:20])[N:5]=[CH:4][CH:3]=1.[C:21](OC(=O)C)(=[O:23])[CH3:22]>C(O)(=O)C>[F:20][C:8]1[C:9]([F:19])=[C:10]([C:15]([F:18])([F:17])[F:16])[C:11]([F:14])=[C:12]([F:13])[C:7]=1[N:6]1[C:2]([NH:1][C:21]([CH3:22])=[O:23])=[CH:3][CH:4]=[N:5]1. The reactants are NC1=CC=NN1C1=C(C(=C(C(=C1F)F)C(F)(F)F)F)F (5-amino-1-(2,3,5,6-tetrafluoro-4-trifluoromethylphenyl)pyrazole), C(C)(=O)OC(C)=O (acetic anhydride), ice water. Reaction conditions: time 18 hour. Yields the product FC1=C(C(=C(C(=C1F)C(F)(F)F)F)F)N1N=CC=C1NC(=O)C (1-(2,3,5,6-tetrafluoro-4-trifluoromethylphenyl)-5-methylcarbonylaminopyrazole). Run in C(C)(=O)O (acetic acid).